The task is: describe an organic reaction: reactants, conditions, products, and yield. This data is from the Open Reaction Database (ORD), a public repository of structured organic reaction records. Reported procedure: 2.1. 6.0 g of ethyl 5,6-dihydro-6-thioxo-4H-imidazo-[1,5-a][1,4]benzodiazepine-3-carboxylate in 40 ml of amino-acetaldehyde dimethyl acetal are stirred at 85° C. for 48 h. The mixture is diluted with 150 ml of water and extracted four times with ethyl acetate. The organic extracts are washed with saturated aqueous sodium chloride solution and evaporated in a vacuum. The residue is chromatographed over silica gel. Elution is carried out with dichloromethane/ethanol 99:1, 98:2 and 97:3. The crude ... The product is COC(CNC1=NCC=2N(C3=C1C=CC=C3)C=NC2C(=O)OCC)OC (ethyl 6-[(2,2-dimethoxy-ethyl)amino]-4H-imidazo[1,5-a][1,4]-benzodiazepine-3-carboxylate). RXN SMILES: S=[C:2]1[C:8]2[CH:9]=[CH:10][CH:11]=[CH:12][C:7]=2[N:6]2[CH:13]=[N:14][C:15]([C:16]([O:18][CH2:19][CH3:20])=[O:17])=[C:5]2[CH2:4][NH:3]1.[CH3:21][O:22][CH:23]([O:26][CH3:27])[CH2:24][NH2:25]>O>[CH3:21][O:22][CH:23]([O:26][CH3:27])[CH2:24][NH:25][C:2]1[C:8]2[CH:9]=[CH:10][CH:11]=[CH:12][C:7]=2[N:6]2[CH:13]=[N:14][C:15]([C:16]([O:18][CH2:19][CH3:20])=[O:17])=[C:5]2[CH2:4][N:3]=1. Reactants: S=C1NCC=2N(C3=C1C=CC=C3)C=NC2C(=O)OCC (ethyl 5,6-dihydro-6-thioxo-4H-imidazo-[1,5-a][1,4]benzodiazepine-3-carboxylate), COC(CN)OC (amino-acetaldehyde dimethyl acetal). Solvent: O (water). Reactants: Cl, COC(=O)c1ccc(CNC(=O)c2cc(F)cnc2Oc2ccc(F)cc2)cc1, COC(=O)c1ccc(C(C)N)cc1. Yields the product COC(=O)c1ccc(C(C)NC(=O)c2cc(F)cnc2Oc2ccc(F)cc2)cc1. Reaction SMILES: [ClH:30].[F:1][c:2]1[cH:3][c:4]([C:16](=[O:17])[NH:18][CH2:19][c:20]2[cH:21][cH:22][c:23]([C:24](=[O:25])[O:26][CH3:27])[cH:28][cH:29]2)[c:5]([O:8][c:9]2[cH:10][cH:11][c:12]([F:15])[cH:13][cH:14]2)[n:6][cH:7]1.[NH2:31][CH:32]([c:33]1[cH:34][cH:35][c:36]([C:37]([O:38][CH3:39])=[O:40])[cH:41][cH:42]1)[CH3:43]>>[F:1][c:2]1[cH:3][c:4]([C:16](=[O:17])[NH:18][CH:19]([c:20]2[cH:21][cH:22][c:23]([C:24](=[O:25])[O:26][CH3:27])[cH:28][cH:29]2)[CH3:32])[c:5]([O:8][c:9]2[cH:10][cH:11][c:12]([F:15])[cH:13][cH:14]2)[n:6][cH:7]1. The reactants are CN(C)C=O, Nc1ncccc1CNC1CCN(Cc2ccccc2)CC1, O. The product is O=C1Nc2ncccc2CN1C1CCN(Cc2ccccc2)CC1. Reaction SMILES: [CH3:23][N:24]([CH:25]=[O:26])[CH3:27].[NH2:1][c:2]1[n:3][cH:4][cH:5][cH:6][c:7]1[CH2:8][NH:9][CH:10]1[CH2:11][CH2:12][N:13]([CH2:16][c:17]2[cH:18][cH:19][cH:20][cH:21][cH:22]2)[CH2:14][CH2:15]1.[OH2:28]>>[NH:1]1[c:2]2[n:3][cH:4][cH:5][cH:6][c:7]2[CH2:8][N:9]([CH:10]2[CH2:11][CH2:12][N:13]([CH2:16][c:17]3[cH:18][cH:19][cH:20][cH:21][cH:22]3)[CH2:14][CH2:15]2)[C:25]1=[O:26]. Reactants: COC1=CC=C(CN2N=CC3=C2N=CC=2CN(CCC32)C([C@H](C3=CC=CC=C3)NC(OC(C)(C)C)=O)=O)C=C1 ((S)-tert-butyl 2-(3-(4-methoxybenzyl)-8,9-dihydro-3H-pyrazolo[3,4-c][2,7]naphthyridin-7(6H)-yl)-2-oxo-1-phenylethylcarbamate), FC(C(=O)O)(F)F (trifluoroacetic acid), FC(C(=O)[O-])(F)F.COC1=CC=C(CN2N=CC3=C2N=CC=2CN(CCC32)C([C@@H]([NH3+])C3=CC=CC=C3)=O)C=C1 ((S)-2-(3-(4-methoxybenzyl)-8,9-dihydro-3H-pyrazolo[3,4-c][2,7]naphthyridin-7(6H)-yl)-2-oxo-1-phenylethanaminium 2,2,2-trifluoroacetate). Run in ClCCl (dichloromethane). Run at time 16 hour. The product is FC(C(=O)[O-])(F)F.C1=NNC=2N=CC=3CN(CCC3C21)C([C@@H]([NH3+])C2=CC=CC=C2)=O ((S)-2-(8,9-dihydro-3H-pyrazolo[3,4-c][2,7]naphthyridin-7(6H)-yl)-2-oxo-1-phenylethanaminium 2,2,2-trifluoroacetate), FC(C(=O)[O-])(F)F.COC1=CC=C(CN2N=CC3=C2N=CC=2CN(CCC32)C([C@@H]([NH3+])C3=CC=CC=C3)=O)C=C1 ((S)-2-(3-(4-methoxybenzyl)-8,9-dihydro-3H-pyrazolo[3,4-c][2,7]naphthyridin-7(6H)-yl)-2-oxo-1-phenylethanaminium 2,2,2-trifluoroacetate). The yield is 50.0%. RXN SMILES: [F:1][C:2]([F:7])([F:6])[C:3]([O-:5])=[O:4].COC1C=CC(C[N:15]2[C:19]3[N:20]=[CH:21][C:22]4[CH2:23][N:24]([C:28](=[O:37])[C@H:29]([C:31]5[CH:36]=[CH:35][CH:34]=[CH:33][CH:32]=5)[NH3+:30])[CH2:25][CH2:26][C:27]=4[C:18]=3[CH:17]=[N:16]2)=CC=1.[CH3:40][O:41][C:42]1[CH:78]=[CH:77][C:45]([CH2:46][N:47]2[C:51]3[N:52]=[CH:53][C:54]4[CH2:55][N:56]([C:60](=[O:76])[C@@H:61]([NH:68]C(=O)OC(C)(C)C)[C:62]5[CH:67]=[CH:66][CH:65]=[CH:64][CH:63]=5)[CH2:57][CH2:58][C:59]=4[C:50]=3[CH:49]=[N:48]2)=[CH:44][CH:43]=1.[F:79][C:80]([F:85])([F:84])[C:81]([OH:83])=[O:82]>ClCCl>[F:1][C:2]([F:7])([F:6])[C:3]([O-:5])=[O:4].[CH:17]1[C:18]2[C:27]3[CH2:26][CH2:25][N:24]([C:28](=[O:37])[C@H:29]([C:31]4[CH:36]=[CH:35][CH:34]=[CH:33][CH:32]=4)[NH3+:30])[CH2:23][C:22]=3[CH:21]=[N:20][C:19]=2[NH:15][N:16]=1.[F:79][C:80]([F:85])([F:84])[C:81]([O-:83])=[O:82].[CH3:40][O:41][C:42]1[CH:43]=[CH:44][C:45]([CH2:46][N:47]2[C:51]3[N:52]=[CH:53][C:54]4[CH2:55][N:56]([C:60](=[O:76])[C@H:61]([C:62]5[CH:63]=[CH:64][CH:65]=[CH:66][CH:67]=5)[NH3+:68])[CH2:57][CH2:58][C:59]=4[C:50]=3[CH:49]=[N:48]2)=[CH:77][CH:78]=1 |f:0.1,5.6,7.8|. Reported procedure: Synthesis of (S)-2-(3-(4-methoxybenzyl)-8,9-dihydro-3H-pyrazolo[3,4-c][2,7]naphthyridin-7(6H)-yl)-2-oxo-1-phenylethanaminium 2,2,2-trifluoroacetate. To a solution of (S)-tert-butyl 2-(3-(4-methoxybenzyl)-8,9-dihydro-3H-pyrazolo[3,4-c][2,7]naphthyridin-7(6H)-yl)-2-oxo-1-phenylethylcarbamate (0.23 g, 0.43 mmol) in dichloromethane (10 mL) was added trifluoroacetic acid (3 mL). The reaction was stirred at room temperature for 16 hours. The solvent was removed under reduced pressure and the crude pro... Reactants: O (water), C(CCC)OCCOC1=CC=C(C=C1)C=1C=CC2=C(C=C(CCN2)C(=O)OC)C1 (methyl 7-(4-butoxyethoxyphenyl)-2,3-dihydro-1-benzazepine-4-carboxylate), C(C1=CC=CO1)=O (furfural), C(C)(=O)O[BH-](OC(C)=O)OC(C)=O.[Na+] (sodium triacetoxyborohydride). Run in ClCCCl (1,2-dichloroethane). Run at time 1 day. The product is C(CCC)OCCOC1=CC=C(C=C1)C=1C=CC2=C(C=C(CCN2CC=2OC=CC2)C(=O)OC)C1 (methyl 7-(4-butoxyethoxyphenyl)-1-(2-furylmethyl)-2,3-dihydro-1-benzazepine-4-carboxylate). Yield: 66.3%. RXN SMILES: [CH2:1]([O:5][CH2:6][CH2:7][O:8][C:9]1[CH:14]=[CH:13][C:12]([C:15]2[CH:16]=[CH:17][C:18]3[NH:24][CH2:23][CH2:22][C:21]([C:25]([O:27][CH3:28])=[O:26])=[CH:20][C:19]=3[CH:29]=2)=[CH:11][CH:10]=1)[CH2:2][CH2:3][CH3:4].[CH:30](=O)[C:31]1[O:35][CH:34]=[CH:33][CH:32]=1.C(O[BH-](OC(=O)C)OC(=O)C)(=O)C.[Na+].O>ClCCCl>[CH2:1]([O:5][CH2:6][CH2:7][O:8][C:9]1[CH:10]=[CH:11][C:12]([C:15]2[CH:16]=[CH:17][C:18]3[N:24]([CH2:30][C:31]4[O:35][CH:34]=[CH:33][CH:32]=4)[CH2:23][CH2:22][C:21]([C:25]([O:27][CH3:28])=[O:26])=[CH:20][C:19]=3[CH:29]=2)=[CH:13][CH:14]=1)[CH2:2][CH2:3][CH3:4] |f:2.3|. Procedure details: To a solution of methyl 7-(4-butoxyethoxyphenyl)-2,3-dihydro-1-benzazepine-4-carboxylate (400 mg) and furfural (485 mg) in 1,2-dichloroethane (15 ml) was added sodium triacetoxyborohydride (536 mg), and the mixture was stirred under nitrogen atmosphere at room temperature for 1 day. Then, water was added to the mixture, and the mixture was extracted with ethyl acetate. The organic layer was washed with saturated brine and dried with magnesium sulfate. The solvent was evaporated under reduced pre...